This data is from the Open Reaction Database (ORD), a public repository of structured organic reaction records. The task is: describe an organic reaction: reactants, conditions, products, and yield Reactants: [N+](=O)([O-])N=C(NC=1C=C(C=CC1)CN)N (N-(3-(N′-nitroguanidino)phenylmethyl)amine), CN(C(=N)N[N+](=O)[O-])N=O (N-methyl-N′-nitro-N-nitrosoguanidine). Yields the product [N+](=O)([O-])N=C(NCC=1C=C(C=CC1)NC(=N)N[N+](=O)[O-])N (N-(3-(N′-nitroguanidinomethyl)phenyl)-N′-nitroguanidine). Procedure details: Using the compound obtained in Example 34 as a starting material and also using N-methyl-N′-nitro-N-nitrosoguanidine as a reagent, reaction was performed as in Example 83 to give the titled compound (yield, 25%). As a reaction SMILES: [N+:1]([N:4]=[C:5]([NH2:15])[NH:6][C:7]1[CH:8]=[C:9]([CH2:13][NH2:14])[CH:10]=[CH:11][CH:12]=1)([O-:3])=[O:2].C[N:17](N=O)[C:18]([NH:20][N+:21]([O-:23])=[O:22])=N>>[N+:21]([N:20]=[C:18]([NH2:17])[NH:14][CH2:13][C:9]1[CH:8]=[C:7]([NH:6][C:5]([NH:4][N+:1]([O-:3])=[O:2])=[NH:15])[CH:12]=[CH:11][CH:10]=1)([O-:23])=[O:22]. Yield: 25.0%.